Dataset: the Open Reaction Database (ORD), a public repository of structured organic reaction records. Task: describe an organic reaction: reactants, conditions, products, and yield Reactants: C1(=CC=CC=C1)C=1OC(=CN1)C1=CC=CC=C1 (2,5-Diphenyloxazole), C=1(C(=CC=CC1)S(=O)(=O)OC)C (methyl toluenesulfonate). The solvent is CCOCC (ether). Product: C=1(C(=CC=CC1)S(=O)(=O)[O-])C.C1(=CC=CC=C1)C=1OC(=C[N+]1C)C1=CC=CC=C1 (2,5-Diphenyl-3-methyloxazolium Toluenesulfonate). The yield is 95.0%. As a reaction SMILES: [C:1]1([C:7]2[O:8][C:9]([C:12]3[CH:17]=[CH:16][CH:15]=[CH:14][CH:13]=3)=[CH:10][N:11]=2)[CH:6]=[CH:5][CH:4]=[CH:3][CH:2]=1.[C:18]1([CH3:29])[C:19]([S:24]([O:27]C)(=[O:26])=[O:25])=[CH:20][CH:21]=[CH:22][CH:23]=1>CCOCC>[C:18]1([CH3:29])[C:19]([S:24]([O-:27])(=[O:26])=[O:25])=[CH:20][CH:21]=[CH:22][CH:23]=1.[C:1]1([C:7]2[O:8][C:9]([C:12]3[CH:13]=[CH:14][CH:15]=[CH:16][CH:17]=3)=[CH:10][N+:11]=2[CH3:18])[CH:6]=[CH:5][CH:4]=[CH:3][CH:2]=1 |f:3.4|. Procedure: 10 g of 2,5-Diphenyloxazole was heated at 125° C. for 5-10 minutes with 30 g of methyl toluenesulfonate, both commercially available compounds. The solution was cooled, and anhydrous ether was added to precipitate the product. The product was recrystallized by dissolving in absolute ethanol and then adding ethyl acetate. The product was obtained in 95% yield, and had a melting point of 167°-168° C. The reactants are O.NN (hydrazine hydrate), ClC1=C(C=2C3=C(C(=NC2C=C1)O)C(OC3O)=O)Cl ((RS)-8,9-dichloro-1,4-dihydroxy-1,3-dihydro-furo[3,4-c]quinolin-3-one), C(C)(=O)OCC (ethyl acetate). Solvent: CS(=O)C (dimethyl sulphoxide). Reaction conditions: time 50 hour. Yields the product ClC1=C(C=2C3=C(C(=NC2C=C1)O)C(NN=C3)=O)Cl (9,10-Dichloro-5-hydroxy-3,4-dihydro-pyridazino[4.5-c]quinolin-4-one). RXN SMILES: [Cl:1][C:2]1[CH:11]=[CH:10][C:9]2[N:8]=[C:7]([OH:12])[C:6]3[C:13](=O)[O:14][CH:15](O)[C:5]=3[C:4]=2[C:3]=1[Cl:18].O.[NH2:20][NH2:21].C(OCC)(=O)C>CS(C)=O>[Cl:1][C:2]1[CH:11]=[CH:10][C:9]2[N:8]=[C:7]([OH:12])[C:6]3[C:13](=[O:14])[NH:20][N:21]=[CH:15][C:5]=3[C:4]=2[C:3]=1[Cl:18] |f:1.2|. Reported procedure: 2.9 g (0.010 mol) of (RS)-8,9-dichloro-1,4-dihydroxy-1,3-dihydro-furo[3,4-c]quinolin-3-one were dissolved in 60 ml of dimethyl sulphoxide while gassing with argon. 0.51 g (0.010 mol) of hydrazine hydrate was added thereto and the mixture was stirred at room temperature for 50 hrs. An orange coloured solution was obtained and this was treated with 300 ml of ethyl acetate. The precipitated product was filtered off under suction, rinsed with ethyl acetate and recrystallized from dimethylformamide/e... Starting materials: IC1=CN=C2N1N=CC(=C2)C2=CC=C(C=C2)C(C(=O)OCC)C (ethyl 2-[4-(3-iodoimidazo[1,2-b]pyridazin-7-yl)phenyl]propanoate), CC1(OB(OC1(C)C)C=1C=C(C=CC1)NC(=O)NCC(F)(F)F)C (N-[3-(4,4,5,5-tetramethyl-1,3,2-dioxaborolan-2-yl)phenyl]-N′-(2,2,2-trifluoroethyl)urea), C([O-])([O-])=O.[Na+].[Na+] (sodium carbonate). The reagents and catalysts are Cl[Pd](P(C(C)(C)C)(C(C)(C)C)C1=CC=C(C=C1)N(C)C)(P(C1=CC=C(C=C1)N(C)C)(C(C)(C)C)C(C)(C)C)Cl (Dichloro(bis{di-tert-butyl[4-(dimethylamino)phenyl]phosphoranyl})palladium). Solvent: O1CCOCC1 (1,4-dioxane), O (water), C(C)(=O)OCC (ethyl acetate). Reaction conditions: temperature 95 celsius, time 8 hour. The product is FC(CNC(=O)NC=1C=C(C=CC1)C1=CN=C2N1N=CC(=C2)C2=CC=C(C=C2)C(C(=O)OCC)C)(F)F (ethyl 2-(4-{3-[3-({[(2,2,2-trifluoroethyl)amino]carbonyl}amino)phenyl]imidazo[1,2-b]pyridazin-7-yl}phenyl)propanoate). As a reaction SMILES: I[C:2]1[N:6]2[N:7]=[CH:8][C:9]([C:11]3[CH:16]=[CH:15][C:14]([CH:17]([CH3:23])[C:18]([O:20][CH2:21][CH3:22])=[O:19])=[CH:13][CH:12]=3)=[CH:10][C:5]2=[N:4][CH:3]=1.CC1(C)C(C)(C)OB([C:32]2[CH:33]=[C:34]([NH:38][C:39]([NH:41][CH2:42][C:43]([F:46])([F:45])[F:44])=[O:40])[CH:35]=[CH:36][CH:37]=2)O1.C(=O)([O-])[O-].[Na+].[Na+]>O1CCOCC1.O.C(OCC)(=O)C.Cl[Pd](Cl)(P(C(C)(C)C)(C(C)(C)C)C1C=CC(N(C)C)=CC=1)P(C1C=CC(N(C)C)=CC=1)(C(C)(C)C)C(C)(C)C>[F:44][C:43]([F:45])([F:46])[CH2:42][NH:41][C:39]([NH:38][C:34]1[CH:35]=[C:36]([C:2]2[N:6]3[N:7]=[CH:8][C:9]([C:11]4[CH:16]=[CH:15][C:14]([CH:17]([CH3:23])[C:18]([O:20][CH2:21][CH3:22])=[O:19])=[CH:13][CH:12]=4)=[CH:10][C:5]3=[N:4][CH:3]=2)[CH:37]=[CH:32][CH:33]=1)=[O:40] |f:2.3.4|. Procedure details: Dichloro(bis{di-tert-butyl[4-(dimethylamino)phenyl]phosphoranyl})palladium (12 mg, 0.017 mmol) was added to a mixture of ethyl 2-[4-(3-iodoimidazo[1,2-b]pyridazin-7-yl)phenyl]propanoate (0.24 g, 0.58 mmol), N-[3-(4,4,5,5-tetramethyl-1,3,2-dioxaborolan-2-yl)phenyl]-N′-(2,2,2-trifluoroethyl)urea (240 mg, 0.70 mmol), sodium carbonate (130 mg, 1.2 mmol) in 1,4-dioxane (5 mL) and water (0.5 mL) and then the reaction was vacuumed and refilled with nitrogen for 3 times. The reaction was stirred at 95° ...